Dataset: the Open Reaction Database (ORD), a public repository of structured organic reaction records. Task: describe an organic reaction: reactants, conditions, products, and yield Reactants: 3-[5-(4-Bromo-phenyl)-1-β-tolyl-1H-pyrazol-3-yl]-2-m-tolyl-propionic acid ethyl ester, C([O-])([O-])=O.[Cs+].[Cs+] (cesium carbonate), C(C)OC(C(CC#CC(=O)C1=CC=C(C=C1)Br)C=1C=C(C=CC1)C)=O (6-(4-bromo-phenyl)-6-oxo-2-m-tolyl-hex-4-ynoic acid ethyl ester), NN (hydrazine), C(=O)([O-])[O-].[Cs+].[Cs+] (Cs2CO3). Solvent: C1CCOC1 (THF), C(C)(=O)OCC (ethyl acetate). Reaction conditions: time 12 hour. Product: BrC1=CC=C(C=C1)C1=CC(=NN1C1=CC=C(C=C1)C)CC(C(=O)O)C=1C=C(C=CC1)C (3-[5-(4-Bromo-phenyl)-1-p-tolyl-1H-pyrazol-3-yl]-2-m-tolyl-propionic acid). Isolated yield 121.8%. RXN SMILES: C([O:3][C:4](=[O:25])[CH:5]([C:18]1[CH:19]=[C:20]([CH3:24])[CH:21]=[CH:22][CH:23]=1)[CH2:6][C:7]#[C:8][C:9]([C:11]1[CH:16]=[CH:15][C:14]([Br:17])=[CH:13][CH:12]=1)=O)C.[NH2:26][NH2:27].C([O-])([O-])=O.[Cs+].[Cs+]>C1COCC1.C(OCC)(=O)C>[Br:17][C:14]1[CH:13]=[CH:12][C:11]([C:9]2[N:27]([C:14]3[CH:15]=[CH:16][C:11]([CH3:9])=[CH:12][CH:13]=3)[N:26]=[C:7]([CH2:6][CH:5]([C:18]3[CH:19]=[C:20]([CH3:24])[CH:21]=[CH:22][CH:23]=3)[C:4]([OH:3])=[O:25])[CH:8]=2)=[CH:16][CH:15]=1 |f:2.3.4|. Procedure details: 3-[5-(4-Bromo-phenyl)-1-β-tolyl-1H-pyrazol-3-yl]-2-m-tolyl-propionic acid ethyl ester. To a solution of 6-(4-bromo-phenyl)-6-oxo-2-m-tolyl-hex-4-ynoic acid ethyl ester (7.5 g, 19 mmol) in THF (40 mL) was added hydrazine (4.5 g, 28 mmol, 1.5 equiv) and Cs2CO3 (9.0 g, 28 mmol, 1.5 equiv). The reaction mixture was stirred at room temperature for 12 h. The resulting mixture was diluted with ethyl acetate (30 mL), and a satd aq solution of cesium carbonate (50 mL) was added. The resulting aqueous lay...